This data is from the Open Reaction Database (ORD), a public repository of structured organic reaction records. The task is: describe an organic reaction: reactants, conditions, products, and yield Yields the product COc1cc(-n2c(=O)cc(C(F)(F)F)[nH]c2=O)ccc1C#N. Reactants: N#Cc1ccc(-n2c(=O)cc(C(F)(F)F)[nH]c2=O)cc1[N+](=O)[O-], C[O-], CO, Cl, [Na+], O. RXN SMILES: [C:4](#[N:5])[c:6]1[c:7]([N+:24]([O-:25])=[O:26])[cH:8][c:9](-[n:12]2[c:13](=[O:23])[nH:14][c:15]([C:19]([F:20])([F:21])[F:22])[cH:16][c:17]2=[O:18])[cH:10][cH:11]1.[CH3:1][O-:2].[CH3:29][OH:30].[ClH:28].[Na+:3].[OH2:27]>>[CH3:1][O:2][c:7]1[c:6]([C:4]#[N:5])[cH:11][cH:10][c:9](-[n:12]2[c:13](=[O:23])[nH:14][c:15]([C:19]([F:20])([F:21])[F:22])[cH:16][c:17]2=[O:18])[cH:8]1. The reactants are ClC1=CC(=CC=C1)C(=O)OO (3-chloroperbenzoic acid), CSC=1C(C(C(C1)C=CC(CCCCC)O)C(CCCCCC(=O)OC)O)=O (2-methylthio-5-(1-hydroxy-6-methoxycarbonylhexyl)-4-(3-hydroxy-1-octenyl)-2-cyclopentenone), C(O)([O-])=O.[Na+] (sodium hydrogencarbonate). The solvent is ClCCl (dichloromethane). Conditions: time 1 hour. Product: CS(=O)C=1C(C(C(C1)C=CC(CCCCC)O)C(CCCCCC(=O)OC)O)=O (2-methylsulfinyl-5-(1-hydroxy-6-methoxycarbonylhexyl)-4-(3-hydroxy-1-octenyl)-2-cyclopentenone). The yield is 20.1%. Reaction SMILES: [CH3:1][S:2][C:3]1[C:4](=[O:28])[CH:5]([CH:17]([OH:27])[CH2:18][CH2:19][CH2:20][CH2:21][CH2:22][C:23]([O:25][CH3:26])=[O:24])[CH:6]([CH:8]=[CH:9][CH:10]([OH:16])[CH2:11][CH2:12][CH2:13][CH2:14][CH3:15])[CH:7]=1.ClC1C=CC=C(C(OO)=[O:37])C=1.C(=O)([O-])O.[Na+]>ClCCl>[CH3:1][S:2]([C:3]1[C:4](=[O:28])[CH:5]([CH:17]([OH:27])[CH2:18][CH2:19][CH2:20][CH2:21][CH2:22][C:23]([O:25][CH3:26])=[O:24])[CH:6]([CH:8]=[CH:9][CH:10]([OH:16])[CH2:11][CH2:12][CH2:13][CH2:14][CH3:15])[CH:7]=1)=[O:37] |f:2.3|. Procedure: To a solution of 35 mg of 2-methylthio-5-(1-hydroxy-6-methoxycarbonylhexyl)-4-(3-hydroxy-1-octenyl)-2-cyclopentenone obtained in Example 20 dissolved in 5 ml of dichloromethane was added 17 mg of 3-chloroperbenzoic acid, and the mixture was stirred for 1 hour. Saturated aqueous sodium hydrogencarbonate was added, and the mixture was extracted with ethyl acetate. An organic layer was added, and the mixture was washed with saturated aqueous sodium chloride, dried over anhydrous sodium sulfate, fil...